From a dataset of the Open Reaction Database (ORD), a public repository of structured organic reaction records. describe an organic reaction: reactants, conditions, products, and yield The reactants are BrC=1C=CC(=NC1)OC1=CC=C(C=C1)O (4-(5-Bromo-pyridin-2-yloxy)-phenol), C[Si](CCOCN1N=CC=C1B(O)O)(C)C (1-(2-trimethylsilanyl-ethoxymethyl)-1H-pyrazole-5-boronic acid), O.CCOC(=O)C (water EtOAc). The reagents and catalysts are C=1C=CC(=CC1)[P](C=2C=CC=CC2)(C=3C=CC=CC3)[Pd]([P](C=4C=CC=CC4)(C=5C=CC=CC5)C=6C=CC=CC6)([P](C=7C=CC=CC7)(C=8C=CC=CC8)C=9C=CC=CC9)[P](C=1C=CC=CC1)(C=1C=CC=CC1)C=1C=CC=CC1 (tetrakis(triphenylphosphine)palladium(0)). Solvent: COCCOC (DME), C(=O)([O-])[O-].[Na+].[Na+] (Na2CO3). Conditions: temperature 100 celsius. Product: C[Si](CCOCN1N=CC=C1C=1C=CC(=NC1)OC1=CC=C(C=C1)O)(C)C (4-{5-[2-(2-trimethylsilanyl-ethoxymethyl)-2H-pyrazol-3-yl]-pyridin-2-yloxy}-phenol). RXN SMILES: Br[C:2]1[CH:3]=[CH:4][C:5]([O:8][C:9]2[CH:14]=[CH:13][C:12]([OH:15])=[CH:11][CH:10]=2)=[N:6][CH:7]=1.[CH3:16][Si:17]([CH3:31])([CH3:30])[CH2:18][CH2:19][O:20][CH2:21][N:22]1[C:26](B(O)O)=[CH:25][CH:24]=[N:23]1.O.CCOC(C)=O>COCCOC.C([O-])([O-])=O.[Na+].[Na+].C1C=CC([P]([Pd]([P](C2C=CC=CC=2)(C2C=CC=CC=2)C2C=CC=CC=2)([P](C2C=CC=CC=2)(C2C=CC=CC=2)C2C=CC=CC=2)[P](C2C=CC=CC=2)(C2C=CC=CC=2)C2C=CC=CC=2)(C2C=CC=CC=2)C2C=CC=CC=2)=CC=1>[CH3:16][Si:17]([CH3:31])([CH3:30])[CH2:18][CH2:19][O:20][CH2:21][N:22]1[C:26]([C:2]2[CH:3]=[CH:4][C:5]([O:8][C:9]3[CH:14]=[CH:13][C:12]([OH:15])=[CH:11][CH:10]=3)=[N:6][CH:7]=2)=[CH:25][CH:24]=[N:23]1 |f:2.3,5.6.7,^1:54,56,75,94|. Procedure: A suspension of Intermediate E (6.0 g, 23 mmol) and 1-(2-trimethylsilanyl-ethoxymethyl)-1H-pyrazole-5-boronic acid (SM-2) (6.6 g, 27 mmol) in a mixture of DME (60 mL) and 2N aqueous Na2CO3 (33 mL) is sparged with Argon for 30 minutes. The mixture is treated with tetrakis(triphenylphosphine)palladium(0) (2.6 g, 2 mmol) and heated to 100° C. for 16 hours. The solution is cooled, poured into water/EtOAc, and the organic layer is collected. The aqueous layer is extracted twice with EtOAc, and the co... Starting materials: CC(C)c1nc(COCc2ccccc2)[nH]c1Sc1cc(Cl)cc(Cl)c1, ClCCl, [Na+], C1CCOC1, [OH-], BrCc1cnc2ccccc2c1. Product: CC(C)c1c(Sc2cc(Cl)cc(Cl)c2)nc(COCc2ccccc2)n1Cc1cnc2ccccc2c1. RXN SMILES: [CH2:1]([c:2]1[cH:3][cH:4][cH:5][cH:6][cH:7]1)[O:8][CH2:9][c:10]1[nH:11][c:12]([S:18][c:19]2[cH:20][c:21]([Cl:26])[cH:22][c:23]([Cl:25])[cH:24]2)[c:13]([CH:15]([CH3:16])[CH3:17])[n:14]1.[CH2:27]([Cl:28])[Cl:29].[Na+:43].[O:44]1[CH2:45][CH2:46][CH2:47][CH2:48]1.[OH-:42].[n:30]1[cH:31][c:32]([CH2:40][Br:41])[cH:33][c:34]2[cH:35][cH:36][cH:37][cH:38][c:39]12>>[CH2:1]([c:2]1[cH:3][cH:4][cH:5][cH:6][cH:7]1)[O:8][CH2:9][c:10]1[n:11][c:12]([S:18][c:19]2[cH:20][c:21]([Cl:26])[cH:22][c:23]([Cl:25])[cH:24]2)[c:13]([CH:15]([CH3:16])[CH3:17])[n:14]1[CH2:40][c:32]1[cH:31][n:30][c:39]2[c:34]([cH:33]1)[cH:35][cH:36][cH:37][cH:38]2.